From a dataset of the Open Reaction Database (ORD), a public repository of structured organic reaction records. describe an organic reaction: reactants, conditions, products, and yield The reactants are NC1=CC=C(C2=CC=CC=C12)C=1C=CC(=C(C1)O)CC=1C=NC=CC1 (5-(4-Aminonaphthalen-1-yl)-2-pyridin-3-ylmethylphenol), aldehyde, CC(C)([O-])C.[K+] (potassium tert-butoxide). Run in C(C)(C)(C)O (tert-butanol), C(C)(C)(C)O (tert-butanol). Conditions: temperature 40 celsius, time 1.5 hour. The product is NC1=CC=C(C2=CC=CC=C12)C=1C=CC(=C(C1)O)CC1COCC1 (5-(4-Aminonaphthalen-1-yl)-2-(tetrahydrofuran-3-ylmethyl)phenol). Yield: 19.0%. RXN SMILES: [NH2:1][C:2]1[C:11]2[C:6](=[CH:7][CH:8]=[CH:9][CH:10]=2)[C:5]([C:12]2[CH:13]=[CH:14][C:15]([CH2:19][C:20]3[CH:21]=NC=[CH:24][CH:25]=3)=[C:16]([OH:18])[CH:17]=2)=[CH:4][CH:3]=1.CC(C)([O-:29])C.[K+]>C(O)(C)(C)C>[NH2:1][C:2]1[C:11]2[C:6](=[CH:7][CH:8]=[CH:9][CH:10]=2)[C:5]([C:12]2[CH:13]=[CH:14][C:15]([CH2:19][CH:20]3[CH2:25][CH2:24][O:29][CH2:21]3)=[C:16]([OH:18])[CH:17]=2)=[CH:4][CH:3]=1 |f:1.2|. Procedure details: To a solution of 200 mg of tert-butyl naphthyl carbamate (Example 6) (0.59 mmol, 1 equiv.) in 1.6 mL anhydrous tert-butanol was added 200 mg of 3-tetrahydrofuroic aldehyde from above (excess) and 1.78 mL potassium tert-butoxide solution in tert-butanol (1.0 M, 1.78 mmol, 3 equiv.). The mixture was heated to 40° C. overnight, then cooled and quenched with NH4Cl saturated aqueous solution. The product was extracted with a dichloromethane/MeOH mixture (3×100 mL). The combined extracts were washed w... Starting materials: OC1=CC=C(C(=O)OCC)C=C1 (ethyl 4-hydroxybenzoate), O1CCC(CC1)O (tetrahydro-2H-pyran-4-ol), C1=CC=C(C=C1)P(C2=CC=CC=C2)C3=CC=CC=C3 (PPh3), CCOC(=O)/N=N/C(=O)OCC (DEAD). Solvent: C1CCOC1 (THF), O (water). Run at temperature 21 celsius, time 16 hour. The product is O1CCC(CC1)OC1=CC=C(C(=O)OC)C=C1 (methyl 4-((tetrahydro-2H-pyran-4-yl)oxy)benzoate). Isolated yield 45.1%. As a reaction SMILES: [OH:1][C:2]1[CH:12]=[CH:11][C:5]([C:6]([O:8][CH2:9]C)=[O:7])=[CH:4][CH:3]=1.[O:13]1[CH2:18][CH2:17][CH:16](O)[CH2:15][CH2:14]1.C1C=CC(P(C2C=CC=CC=2)C2C=CC=CC=2)=CC=1.CCOC(/N=N/C(OCC)=O)=O>C1COCC1.O>[O:13]1[CH2:18][CH2:17][CH:16]([O:1][C:2]2[CH:12]=[CH:11][C:5]([C:6]([O:8][CH3:9])=[O:7])=[CH:4][CH:3]=2)[CH2:15][CH2:14]1. Procedure: To a solution of ethyl 4-hydroxybenzoate (500 mg, 3.0 mmol), tetrahydro-2H-pyran-4-ol (307.3 mg, 3.0 mmol) and PPh3 (944 mg, 3.6 mmol) in THF (15 mL) was added DEAD (627 mg, 3.6 mmol) at 0° C. The mixture was the warmed to 21° C. and stirred for 16 h. The mixture was treated with water and the organic layer was washed with brine, dried over Na2SO4, concentrated and the residue was purified by column chromatography to give the title compound (320 mg, Yield 45%). 1H NMR (CDCl3, 400 MHz): δ 7.92 (d... Starting materials: CCOC(C)=O, O=C(CCl)c1cccs1, O=C(NC1CN2CCC1CC2)OCc1cccs1. Product: O=C(NC1C[N+]2(CC(=O)c3cccs3)CCC1CC2)OCc1cccs1, [Cl-]. As a reaction SMILES: [CH3:28][CH2:29][O:30][C:31]([CH3:32])=[O:33].[Cl:1][CH2:2][C:3](=[O:4])[c:5]1[s:6][cH:7][cH:8][cH:9]1.[N:10]12[CH2:11][CH:12]([NH:18][C:19]([O:20][CH2:21][c:22]3[s:23][cH:24][cH:25][cH:26]3)=[O:27])[CH:13]([CH2:14][CH2:15]1)[CH2:16][CH2:17]2>>[CH2:2]([C:3](=[O:4])[c:5]1[s:6][cH:7][cH:8][cH:9]1)[N+:10]12[CH2:11][CH:12]([NH:18][C:19]([O:20][CH2:21][c:22]3[s:23][cH:24][cH:25][cH:26]3)=[O:27])[CH:13]([CH2:14][CH2:15]1)[CH2:16][CH2:17]2.[Cl-:1]. Reactants: [H-].[Na+] (sodium hydride), Cl (hydrochloric acid), COC(=O)C1CC(NC2=C(C1=O)C=CC(=C2)Cl)=O (8-chloro-2,3,4,5-tetrahydro-1-benzazepine-2,5-dione-4-carboxylic acid methyl ester), C(CCC)I (n-butyl iodide). The solvent is CN(C=O)C (dimethylformamide), CN(C=O)C (dimethyl formamide). Yields the product COC(=O)C1CC(N(C2=C(C1=O)C=CC(=C2)Cl)CCCC)=O (8-chloro-1-n-butyl-2,3,4,5-tetrahydro-1-benzazepine-2,5-dione-4-carboxylic acid methyl ester). RXN SMILES: [CH3:1][O:2][C:3]([CH:5]1[C:11](=[O:12])[C:10]2[CH:13]=[CH:14][C:15]([Cl:17])=[CH:16][C:9]=2[NH:8][C:7](=[O:18])[CH2:6]1)=[O:4].[H-].[Na+].[CH2:21](I)[CH2:22][CH2:23][CH3:24].Cl>CN(C)C=O>[CH3:1][O:2][C:3]([CH:5]1[C:11](=[O:12])[C:10]2[CH:13]=[CH:14][C:15]([Cl:17])=[CH:16][C:9]=2[N:8]([CH2:21][CH2:22][CH2:23][CH3:24])[C:7](=[O:18])[CH2:6]1)=[O:4] |f:1.2|. Procedure details: The starting material is prepared as follows: The suspension of 6.0 g of 8-chloro-2,3,4,5-tetrahydro-1-benzazepine-2,5-dione-4-carboxylic acid methyl ester in 125 ml of dimethyl formamide is added portion-wise to that of 2.1 g of a 57% mineral oil suspension of sodium hydride in 300 ml of dimethylformamide while stirring under argon. After stirring for 3 hours at room temperature 4.6 g of n-butyl iodide are added dropwise and stirring is continued over night at said temperature. The pH of the mi... Reactants: C1CCC2=NCCCN2CC1 (DBU), Cl (HCl), OC1(CCCC1)C(=O)C1=CC=C(C=C1)SC ((1-Hydroxycyclopentyl)-(4-(methylthio)phenyl)-methanone), N1=CC=CC=C1 (pyridine), C1(=CC=CC=C1)CC(=O)Cl (phenylacetyl chloride). Solvent: C(Cl)Cl (CH2Cl2). Reaction conditions: time 15 hour. The product is CSC1=CC=C(C=C1)C1=C(C(OC12CCCC2)=O)C2=CC=CC=C2 (4-(4-(Methylthio)phenyl)-3-phenyl-1-oxa-spiro[4,4]non-3-en-2-one). Reaction SMILES: [OH:1][C:2]1([C:7]([C:9]2[CH:14]=[CH:13][C:12]([S:15][CH3:16])=[CH:11][CH:10]=2)=O)[CH2:6][CH2:5][CH2:4][CH2:3]1.N1C=CC=CC=1.[C:23]1([CH2:29][C:30](Cl)=[O:31])[CH:28]=[CH:27][CH:26]=[CH:25][CH:24]=1.C1CCN2C(=NCCC2)CC1.Cl>C(Cl)Cl>[CH3:16][S:15][C:12]1[CH:13]=[CH:14][C:9]([C:7]2[C:2]3([CH2:6][CH2:5][CH2:4][CH2:3]3)[O:1][C:30](=[O:31])[C:29]=2[C:23]2[CH:28]=[CH:27][CH:26]=[CH:25][CH:24]=2)=[CH:10][CH:11]=1. Procedure details: To the alcohol from Step 2 (924 mg, 3.91 mmol) in 10 mL CH2Cl2 at 0° C. was added pyridine (928 mg, 11.7 mmol) followed by phenylacetyl chloride (1.51 g, 9.77 mmol). The ice bath was removed and the mixture was stirred at room temperature for 15 h. Aq. NH4Cl (100 mL) was added and the mixture was extracted with EtOAc (3×50 mL). The combined organic layers were washed with brine, dried over MgSO4, filtered and concentrated. The residue was dissolved in 16 mL CH2Cl2, DBU (595 mg, 3.91 mmol) was ad... Reactants: ON1N=NC2=C1C=CC=C2 (1-hydroxybenzotriazole), NC1=CC(=C(C(=O)O)C=C1Cl)O[C@H](C#CC)C ((S)-4-amino-5-chloro-2-[(1-methyl-2-butynyl)oxy]benzoic acid), NC1N2CC(CC1CC2)CC2=CC=CC=C2 (8-amino-3-benzylazabicyclo[3.2.1]octane), CCN=C=NCCCN(C)C.Cl (WSC.HCl). The product is C(C1=CC=CC=C1)N1CC2CCC(C1)C2NC(C2=C(C=C(C(=C2)Cl)N)O[C@H](C#CC)C)=O ((S)-N-(3-Benzyl-3-azabicyclo[3.2.1 ]oct-8-yl)-4-amino-5-chloro-2-(1-methyl-2-butynyl)oxybenzamide). As a reaction SMILES: [NH2:1][C:2]1[C:10]([Cl:11])=[CH:9][C:5]([C:6]([OH:8])=O)=[C:4]([O:12][C@@H:13]([CH3:17])[C:14]#[C:15][CH3:16])[CH:3]=1.N[CH:19]1[CH:24]2[CH2:25][CH2:26][N:20]1[CH2:21][CH:22]([CH2:27][C:28]1C=CC=CC=1)[CH2:23]2.CC[N:36]=C=NCCCN(C)C.Cl.ON1[C:51]2[CH:52]=C[CH:54]=[CH:55][C:50]=2N=N1>>[CH2:26]([N:20]1[CH2:19][CH:24]2[CH:23]([NH:36][C:6](=[O:8])[C:5]3[CH:9]=[C:10]([Cl:11])[C:2]([NH2:1])=[CH:3][C:4]=3[O:12][C@@H:13]([CH3:17])[C:14]#[C:15][CH3:16])[CH:22]([CH2:27][CH2:28]2)[CH2:21]1)[C:25]1[CH:54]=[CH:55][CH:50]=[CH:51][CH:52]=1 |f:2.3|. Procedure: The condensation of 530 mg of (S)-4-amino-5-chloro-2-[(1-methyl-2-butynyl)oxy]benzoic acid with 850 mg of 8-amino-3-benzylazabicyclo[3.2.1]octane was conducted in a similar manner to that of the Example 34 by the use of WSC.HCl and 1-hydroxybenzotriazole (HOBT). The product was purified by silica gel column chromatography (5% methanol/chloroform) to give 220 mg of the title compound. The reactants are N1CCOCC1 (Morpholine), ClC1=C(C=C(C(=C1)Cl)OC)NC1=C2C(=NC=C1C#N)C=C(S2)C2=CC(=CC=C2)C=O (7-[(2,4-dichloro-5-methoxyphenyl)amino]-2-(3-formylphenyl)thieno[3,2-b]pyridine-6-carbonitrile), C(C)(=O)O[BH-](OC(C)=O)OC(C)=O.[Na+] (sodium triacetoxyborohydride). Reagents/catalysts: C(C)(=O)O (acetic acid). The solvent is ClCCl (dichloromethane), CN(C=O)C (N,N-dimethylformamide). Reaction conditions: temperature 0 celsius, time 1 hour. Product: ClC1=C(C=C(C(=C1)Cl)OC)NC1=C2C(=NC=C1C#N)C=C(S2)C2=CC(=CC=C2)CN2CCOCC2 (7-[(2,4-dichloro-5-methoxyphenyl)amino]-2-[3-(morpholin-4-ylmethyl)phenyl]thieno[3,2-b]pyridine-6-carbonitrile). The yield is 33.3%. RXN SMILES: [NH:1]1[CH2:6][CH2:5][O:4][CH2:3][CH2:2]1.[Cl:7][C:8]1[CH:13]=[C:12]([Cl:14])[C:11]([O:15][CH3:16])=[CH:10][C:9]=1[NH:17][C:18]1[C:23]([C:24]#[N:25])=[CH:22][N:21]=[C:20]2[CH:26]=[C:27]([C:29]3[CH:34]=[CH:33][CH:32]=[C:31]([CH:35]=O)[CH:30]=3)[S:28][C:19]=12.C(O[BH-](OC(=O)C)OC(=O)C)(=O)C.[Na+]>ClCCl.CN(C)C=O.C(O)(=O)C>[Cl:7][C:8]1[CH:13]=[C:12]([Cl:14])[C:11]([O:15][CH3:16])=[CH:10][C:9]=1[NH:17][C:18]1[C:23]([C:24]#[N:25])=[CH:22][N:21]=[C:20]2[CH:26]=[C:27]([C:29]3[CH:34]=[CH:33][CH:32]=[C:31]([CH2:35][N:1]4[CH2:6][CH2:5][O:4][CH2:3][CH2:2]4)[CH:30]=3)[S:28][C:19]=12 |f:2.3|. Procedure: Morpholine (100 μL, 1.15 mmol) is added to a suspension of 7-[(2,4-dichloro-5-methoxyphenyl)amino]-2-(3-formylphenyl)thieno[3,2-b]pyridine-6-carbonitrile (400 mg, 0.88 mmol) in 8 mL of dichloromethane and 2 mL of N,N-dimethylformamide. The reaction mixture is cooled to 0° C. and sodium triacetoxyborohydride (1.0 g, 4.73 mmol) is added. After stirring at 0° C. for 1 hour, 2 drops of acetic acid are added and the reaction mixture is allowed to warm to room temperature and stirred for 2 hours. The ... Product: Cl.Cl.NC=1C=C2C(N=C(O2)C2=CC=CC=C2)=C(C1)C(=O)N (6-amino-2-phenylbenzoxazole-4-carboxamide dihydrochloride). Starting materials: Cl.Cl.CN1C2CC(CC1CCC2)NC(=O)C=2C=C(C=C1C2N=C(O1)C1=CC=CC=C1)N (N-(9-Methyl-9-azabicyclo[3.3.1]non-3-yl)-6-amino-2-phenylbenzoxazole-4-carboxamide Dihydrochloride), Cl (HCl). As a reaction SMILES: [ClH:1].Cl.CN1C2CCCC1CC([NH:13][C:14]([C:16]1[CH:17]=[C:18]([NH2:31])[CH:19]=[C:20]3[O:24][C:23]([C:25]4[CH:30]=[CH:29][CH:28]=[CH:27][CH:26]=4)=[N:22][C:21]=13)=[O:15])C2.Cl>CO.C(OCC)C>[ClH:1].[ClH:1].[NH2:31][C:18]1[CH:19]=[C:20]2[O:24][C:23]([C:25]3[CH:26]=[CH:27][CH:28]=[CH:29][CH:30]=3)=[N:22][C:21]2=[C:16]([C:14]([NH2:13])=[O:15])[CH:17]=1 |f:0.1.2,6.7.8|. Reported procedure: To a solution of the amide from Step B (120 mg, 0.31 mmol) in methanol (1.0 mL) was added a solution of HCl in diethyl ether (1 N, 0.93 mL, 0.93 mmol) at room temperature slowly. The reaction mixture was diluted with diethyl ether. The resulting solid was filtered and washed with diethyl ether to afford N-(9-methyl-9-azabicyclo[3.3.1]non-6-amino-2-phenylbenzoxazole-4-carboxamide dihydrochloride (54 mg, 38%) as a yellow solid: 1H NMR (500 MHz, DMSO-d6) δ 10.48 (br s, 0.4H), 9.69 (br s, 0.6H), 9.1... Solvent: C(C)OCC (diethyl ether), CO (methanol), C(C)OCC (diethyl ether). Isolated yield 106.8%. Starting materials: FC1=C(C=CC=C1)C(C(=O)OC)=O (methyl 2-(2-fluorophenyl)oxoacetate), ice water, [H-].[Na+] (NaH), BrC=1C=C(C=CC1F)O (3-bromo-4-fluorophenol). Solvent: CS(=O)C (DMSO), CS(=O)C (dimethyl sulfoxide). Conditions: temperature 22.5 celsius, time 30 minute. Yields the product BrC=1C=C(OC2=C(C=CC=C2)C(C(=O)OC)=O)C=CC1F (Methyl [2-(3-Bromo-4-fluorophenoxy)phenyl]oxoacetate). The yield is 87.2%. Reaction SMILES: [H-].[Na+].[Br:3][C:4]1[CH:5]=[C:6]([OH:11])[CH:7]=[CH:8][C:9]=1[F:10].F[C:13]1[CH:18]=[CH:17][CH:16]=[CH:15][C:14]=1[C:19](=[O:24])[C:20]([O:22][CH3:23])=[O:21]>CS(C)=O>[Br:3][C:4]1[CH:5]=[C:6]([CH:7]=[CH:8][C:9]=1[F:10])[O:11][C:13]1[CH:18]=[CH:17][CH:16]=[CH:15][C:14]=1[C:19](=[O:24])[C:20]([O:22][CH3:23])=[O:21] |f:0.1|. Reported procedure: A suspension of 3.75 g of 80% pure NaH in 50 ml of dimethyl sulfoxide (DMSO) was admixed with 21.7 g of 3-bromo-4-fluorophenol (cf. DE-A 192 80 27) and then stirred at 20-25° C. for 30 min, and a solution of 22.7 g of methyl 2-(2-fluorophenyl)oxoacetate in 100 ml of DMSO was added dropwise. The reaction mixture was stirred at 20-25° C. for approximately 12 hours, poured into ice-water and then extracted with ethyl acetate. The organic phases were washed with 1 N aqueous sodium hydroxide solution... The reactants are CC(C)=O, Cc1ccccc1, O=C(CCl)C1CCc2cc(F)ccc2O1, [Na+], [Na+], O=C([O-])[O-], O. Yields the product OC(CCl)C1CCc2cc(F)ccc2O1. Reaction SMILES: [CH3:16][C:17](=[O:18])[CH3:19].[CH3:26][c:27]1[cH:28][cH:29][cH:30][cH:31][cH:32]1.[Cl:1][CH2:2][C:3](=[O:4])[CH:5]1[O:6][c:7]2[cH:8][cH:9][c:10]([F:15])[cH:11][c:12]2[CH2:13][CH2:14]1.[Na+:20].[Na+:21].[O-:22][C:23](=[O:24])[O-:25].[OH2:33]>>[Cl:1][CH2:2][CH:3]([OH:4])[CH:5]1[O:6][c:7]2[cH:8][cH:9][c:10]([F:15])[cH:11][c:12]2[CH2:13][CH2:14]1.